Dataset: the Open Reaction Database (ORD), a public repository of structured organic reaction records. Task: describe an organic reaction: reactants, conditions, products, and yield The reactants are CCCCOC(=O)CO, C1COCCO1, [F-], Cn1c(C(F)(F)F)cnc(-c2ccc(F)c([N+](=O)[O-])c2)c1=O, [K+], O. Product: CCCCOC(=O)COc1ccc(-c2ncc(C(F)(F)F)n(C)c2=O)cc1[N+](=O)[O-]. RXN SMILES: [C:25]([CH2:26][OH:27])(=[O:28])[O:29][CH2:30][CH2:31][CH2:32][CH3:33].[CH2:35]1[O:36][CH2:37][CH2:38][O:39][CH2:40]1.[F-:23].[F:1][c:2]1[cH:3][cH:4][c:5](-[c:11]2[c:12](=[O:22])[n:13]([CH3:21])[c:14]([C:17]([F:18])([F:19])[F:20])[cH:15][n:16]2)[cH:6][c:7]1[N+:8](=[O:9])[O-:10].[K+:24].[OH2:34]>>[c:2]1([O:27][CH2:26][C:25](=[O:28])[O:29][CH2:30][CH2:31][CH2:32][CH3:33])[cH:3][cH:4][c:5](-[c:11]2[c:12](=[O:22])[n:13]([CH3:21])[c:14]([C:17]([F:18])([F:19])[F:20])[cH:15][n:16]2)[cH:6][c:7]1[N+:8](=[O:9])[O-:10]. Reactants: C(#N)C1(C2CC3CC(CC1C3)C2)COC2=CC(=C(C(=O)OC(C)(C)C)C=C2C2CC2)F (tert-butyl 4-((2-cyanoadamantan-2-yl)methoxy)-5-cyclopropyl-2-fluorobenzoate), C12(CCCCC2C1)COC1=CC(=C(C(=O)OC(C)(C)C)C=C1C1CC1)F (tert-butyl 4-(bicyclo[4.1.0]heptan-1-ylmethoxy)-5-cyclopropyl-2-fluorobenzoate). The product is C12(CCCCC2C1)COC1=CC(=C(C(=O)O)C=C1C1CC1)F (4-(bicyclo[4.1.0]heptan-1-ylmethoxy)-5-cyclopropyl-2-fluorobenzoic acid), solid. Isolated yield 37.0%. RXN SMILES: [C:1]([C:3]1([CH2:13][O:14][C:15]2[C:27]([CH:28]3[CH2:30][CH2:29]3)=[CH:26][C:18]([C:19]([O:21]C(C)(C)C)=[O:20])=[C:17]([F:31])[CH:16]=2)[CH:10]2[CH2:11][CH:6]3CC(C[CH:4]1[CH2:5]3)C2)#N.C12(COC3C(C4CC4)=CC(C(OC(C)(C)C)=O)=C(F)C=3)CC1CCCC2>>[C:3]12([CH2:13][O:14][C:15]3[C:27]([CH:28]4[CH2:30][CH2:29]4)=[CH:26][C:18]([C:19]([OH:21])=[O:20])=[C:17]([F:31])[CH:16]=3)[CH2:1][CH:4]1[CH2:5][CH2:6][CH2:11][CH2:10]2. Procedure details: Following the procedure as described in Example 332 Step 6 and making non-critical variations to replace tert-butyl 4-((2-cyanoadamantan-2-yl)methoxy)-5-cyclopropyl-2-fluorobenzoate with tert-butyl 4-(bicyclo[4.1.0]heptan-1-ylmethoxy)-5-cyclopropyl-2-fluorobenzoate, the title compound was obtained as a colorless solid (0.30 g, 37%): 1H NMR (300 MHz, CDCl3) δ 7.37 (d, J=8.5 Hz, 1H), 6.42 (d, J=12.8 Hz, 1H), 3.61 (d, J=9.1 Hz, 1H), 3.78 (d, J=9.1 Hz, 1H), 1.96-1.52 (m, 7H), 0.92-0.82 (m, 4H), 0.67... Reactants: CCCCCCCCCCCCCCCCOc1ccc(OCC(=O)O)cc1, ClCCl, CN(C)C=O, O=C(Cl)C(=O)Cl. Product: CCCCCCCCCCCCCCCCOc1ccc(OCC(=O)Cl)cc1. As a reaction SMILES: [CH2:1]([CH2:2][CH2:3][CH2:4][CH2:5][CH2:6][CH2:7][CH2:8][CH2:9][CH2:10][CH2:11][CH2:12][CH2:13][CH2:14][CH2:15][CH3:16])[O:17][c:18]1[cH:19][cH:20][c:21]([O:22][CH2:23][C:24](=[O:25])[OH:26])[cH:27][cH:28]1.[CH2:35]([Cl:36])[Cl:37].[CH3:38][N:39]([CH3:40])[CH:41]=[O:42].[Cl:29][C:30]([C:31]([Cl:32])=[O:33])=[O:34]>>[CH2:1]([CH2:2][CH2:3][CH2:4][CH2:5][CH2:6][CH2:7][CH2:8][CH2:9][CH2:10][CH2:11][CH2:12][CH2:13][CH2:14][CH2:15][CH3:16])[O:17][c:18]1[cH:19][cH:20][c:21]([O:22][CH2:23][C:24](=[O:25])[Cl:29])[cH:27][cH:28]1. The reactants are O1CCOCC1 (dioxane), ClC=1C(N(N=CC1OC)C)=O (4-chloro-5-methoxy-2-methyl-3(2H)-pyridazinone), CC1=C(C(=CC(=C1)C)C)B(O)O (2,4,6-trimethylphenylboronic acid), C([O-])([O-])=O.[Na+].[Na+] (sodium carbonate). Reagents/catalysts: [Br-].C(CCC)[N+](CCCC)(CCCC)CCCC (tetrabutylammonium bromide), C=1C=CC(=CC1)[P](C=2C=CC=CC2)(C=3C=CC=CC3)[Pd]([P](C=4C=CC=CC4)(C=5C=CC=CC5)C=6C=CC=CC6)([P](C=7C=CC=CC7)(C=8C=CC=CC8)C=9C=CC=CC9)[P](C=1C=CC=CC1)(C=1C=CC=CC1)C=1C=CC=CC1 (tetrakis(triphenylphosphine)palladium). Solvent: O (water). The product is COC1=C(C(N(N=C1)C)=O)C1=C(C=C(C=C1C)C)C (5-methoxy-2-methyl-4-(2,4,6-trimethylphenyl)-3(2H)-pyridazinone). The yield is 37.7%. RXN SMILES: O1CCOCC1.Cl[C:8]1[C:9](=[O:17])[N:10]([CH3:16])[N:11]=[CH:12][C:13]=1[O:14][CH3:15].[CH3:18][C:19]1[CH:24]=[C:23]([CH3:25])[CH:22]=[C:21]([CH3:26])[C:20]=1B(O)O.C(=O)([O-])[O-].[Na+].[Na+]>[Br-].C([N+](CCCC)(CCCC)CCCC)CCC.C1C=CC([P]([Pd]([P](C2C=CC=CC=2)(C2C=CC=CC=2)C2C=CC=CC=2)([P](C2C=CC=CC=2)(C2C=CC=CC=2)C2C=CC=CC=2)[P](C2C=CC=CC=2)(C2C=CC=CC=2)C2C=CC=CC=2)(C2C=CC=CC=2)C2C=CC=CC=2)=CC=1.O>[CH3:15][O:14][C:13]1[CH:12]=[N:11][N:10]([CH3:16])[C:9](=[O:17])[C:8]=1[C:20]1[C:21]([CH3:26])=[CH:22][C:23]([CH3:25])=[CH:24][C:19]=1[CH3:18] |f:3.4.5,6.7,^1:57,59,78,97|. Procedure details: To a mixture of 55 ml of dioxane and 17 ml of water were added 1.38 g of 4-chloro-5-methoxy-2-methyl-3(2H)-pyridazinone, 1.55 g of 2,4,6-trimethylphenylboronic acid, 1.86 g of sodium carbonate, 2.53 g of tetrabutylammonium bromide and 0.38 g of tetrakis(triphenylphosphine)palladium. This mixture was heated under reflux for 32 hours under a nitrogen atmosphere. A part of the reaction mixture was evaporated. To the resultant concentrate, 150 ml of water was added, followed by extraction with ethyl... Yield: 42.2%. Reaction SMILES: Br[C:2]1[CH:3]=[C:4]([CH:10]=[CH:11][CH:12]=1)[C:5]([O:7]CC)=[O:6].[N:13]1([C:19]([O:21][C:22]([CH3:25])([CH3:24])[CH3:23])=[O:20])[CH2:18][CH2:17][NH:16][CH2:15][CH2:14]1.CC([O-])(C)C.[Na+].CC1(C)C2C(=C(P(C3C=CC=CC=3)C3C=CC=CC=3)C=CC=2)OC2C(P(C3C=CC=CC=3)C3C=CC=CC=3)=CC=CC1=2>O1CCOCC1.C1C=CC(/C=C/C(/C=C/C2C=CC=CC=2)=O)=CC=1.C1C=CC(/C=C/C(/C=C/C2C=CC=CC=2)=O)=CC=1.C1C=CC(/C=C/C(/C=C/C2C=CC=CC=2)=O)=CC=1.[Pd].[Pd]>[C:22]([O:21][C:19]([N:13]1[CH2:18][CH2:17][N:16]([C:2]2[CH:3]=[C:4]([CH:10]=[CH:11][CH:12]=2)[C:5]([OH:7])=[O:6])[CH2:15][CH2:14]1)=[O:20])([CH3:25])([CH3:23])[CH3:24] |f:2.3,6.7.8.9.10|. Solvent: O1CCOCC1 (dioxane). Reactants: BrC=1C=C(C(=O)OCC)C=CC1 (ethyl 3-bromobenzoate), N1(CCNCC1)C(=O)OC(C)(C)C (tert-butyl piperazine-1-carboxylate), CC(C)(C)[O-].[Na+] (NaOtBu), CC1(C2=C(C(=CC=C2)P(C3=CC=CC=C3)C4=CC=CC=C4)OC5=C(C=CC=C51)P(C6=CC=CC=C6)C7=CC=CC=C7)C (Xantphos). Reagents/catalysts: C=1C=CC(=CC1)/C=C/C(=O)/C=C/C2=CC=CC=C2.C=1C=CC(=CC1)/C=C/C(=O)/C=C/C2=CC=CC=C2.C=1C=CC(=CC1)/C=C/C(=O)/C=C/C2=CC=CC=C2.[Pd].[Pd] (Pd2(dba)3). Reaction conditions: temperature 110 celsius. The product is C(C)(C)(C)OC(=O)N1CCN(CC1)C=1C=C(C(=O)O)C=CC1 (3-(4-(tert-butoxycarbonyl)piperazin-1-yl)benzoic acid). Procedure: The mixture of ethyl 3-bromobenzoate (500 mg, 2.33 mmol), tert-butyl piperazine-1-carboxylate (433 mg, 2.33 mmol) and NaOtBu (268 mg, 2.78 mmol), Pd2(dba)3 (20 mg, 0.034 mmol) and Xantphos (20 mg, 0.034 mmol) in anhydrous dioxane (10 mL) was heated to 110° C. for 10 h. The mixture was concentrated and the residue was partitioned in water, the solution was adjusted to pH=5, and extracted with DCM. The organic layer was washed with water and brine, dried over anhydrous Na2SO4, filtered and concent... Reactants: C(CC)OC(=NNC(=O)OC)OCCC (methyl N′-dipropoxymethylenehydrazinecarboxylate), CN (methylamine). The solvent is CO (methanol), CO (methanol). Run at time 3 hour. Yields the product C(CC)OC=1N(C(NN1)=O)C (5-propoxy-4-methyl-2,4-dihydro-1,2,4-triazol-3-one). Yield: 93.1%. Reaction SMILES: [CH2:1]([O:4][C:5](OCCC)=[N:6][NH:7][C:8]([O:10]C)=O)[CH2:2][CH3:3].[CH3:16][NH2:17]>CO>[CH2:1]([O:4][C:5]1[N:17]([CH3:16])[C:8](=[O:10])[NH:7][N:6]=1)[CH2:2][CH3:3]. Procedure: In an autoclave, 10.02 g (44.3 mmol) of methyl N′-dipropoxymethylenehydrazinecarboxylate, 3.94 g of 39% strength solution of methylamine (49.9 mmol) in methanol and 46 g of methanol were initially charged. After 3 hours at 150° C., the solvent was distilled off. The crude substance was taken up in water (20 ml) and extracted repeatedly with methylene chloride. The organic solution was concentrated, giving 6.48 g of 5-propoxy-4-methyl-2,4-dihydro-1,2,4-triazol-3-one with a content of 50%, which c... Reactants: C(C)(C)N(CC)C(C)C (diisopropylethylamine), N1C(=NC2=C1C=CC=C2)CC2=CC=C(C=C2)C(=O)N2CC(CC2)O ([4-(1H-benzoimidazol-2-ylmethyl)-phenyl]-(3-hydroxy-pyrrolidin-1-yl)-methanone), CS(=O)(=O)Cl (methanesulfonyl chloride). The product is CS(=O)(=O)OC1CN(CC1)C(C1=CC=C(C=C1)CC1=NC2=C(N1)C=CC=C2)=O (1-(4-((1H-Benzo[d]imidazol-2-yl)methyl)benzoyl)pyrrolidin-3-yl Methanesulfonate). Run at temperature 0 celsius, time 10 minute. Procedure details: A portion of [4-(1H-benzoimidazol-2-ylmethyl)-phenyl]-(3-hydroxy-pyrrolidin-1-yl)-methanone (1.00 g, 3.1 mmol) was dissolved in dichloromethane, treated with diisopropylethylamine (0.60 g, 4.6 mmol), cooled to 0° C., treated dropwise with a solution of methanesulfonyl chloride (0.49 g, 4.3 mmol) in dichloromethane, stirred at 0° C. for 10 min. and concentrated under vacuum to provide a solid residue. Purification of this residue by column chromatography (silica, chloroform:methanol 0→5%) gave th... Reaction SMILES: [NH:1]1[C:5]2[CH:6]=[CH:7][CH:8]=[CH:9][C:4]=2[N:3]=[C:2]1[CH2:10][C:11]1[CH:16]=[CH:15][C:14]([C:17]([N:19]2[CH2:23][CH2:22][CH:21]([OH:24])[CH2:20]2)=[O:18])=[CH:13][CH:12]=1.C(N(C(C)C)CC)(C)C.[CH3:34][S:35](Cl)(=[O:37])=[O:36]>ClCCl>[CH3:34][S:35]([O:24][CH:21]1[CH2:22][CH2:23][N:19]([C:17](=[O:18])[C:14]2[CH:13]=[CH:12][C:11]([CH2:10][C:2]3[NH:3][C:4]4[CH:9]=[CH:8][CH:7]=[CH:6][C:5]=4[N:1]=3)=[CH:16][CH:15]=2)[CH2:20]1)(=[O:37])=[O:36]. The yield is 62.0%. Solvent: ClCCl (dichloromethane), ClCCl (dichloromethane).